This data is from the Open Reaction Database (ORD), a public repository of structured organic reaction records. The task is: describe an organic reaction: reactants, conditions, products, and yield Starting materials: C(C)OC(=O)N1CCC2=C(CC1)C(=CS2)Br (3-Bromo-4,5,7,8-tetrahydro-thieno[2,3-d]azepine-6-carboxylic acid ethyl ester), [Zn](C)C (Me2Zn). Reagents/catalysts: C1=CC=C(C=C1)P([C-]2C=CC=C2)C3=CC=CC=C3.C1=CC=C(C=C1)P([C-]2C=CC=C2)C3=CC=CC=C3.Cl[Pd]Cl.[Fe+2] (Pd(dppf)2Cl2). Solvent: O1CCOCC1 (dioxane). Reaction conditions: temperature 100 celsius. Product: C(C)OC(=O)N1CCC2=C(CC1)C(=CS2)C (3-Methyl-4,5,7,8-tetrahydro-thieno[2,3-d]azepine-6-carboxylic acid ethyl ester). RXN SMILES: [CH2:1]([O:3][C:4]([N:6]1[CH2:12][CH2:11][C:10]2[C:13](Br)=[CH:14][S:15][C:9]=2[CH2:8][CH2:7]1)=[O:5])[CH3:2].[Zn](C)[CH3:18]>O1CCOCC1.C1C=CC(P(C2C=CC=CC=2)[C-]2C=CC=C2)=CC=1.C1C=CC(P(C2C=CC=CC=2)[C-]2C=CC=C2)=CC=1.Cl[Pd]Cl.[Fe+2]>[CH2:1]([O:3][C:4]([N:6]1[CH2:12][CH2:11][C:10]2[C:13]([CH3:18])=[CH:14][S:15][C:9]=2[CH2:8][CH2:7]1)=[O:5])[CH3:2] |f:3.4.5.6|. Reported procedure: The product of step (f) (375 mg, 1.23 mmol) was dissolved in 4 mL dioxane and treated with Me2Zn (1.25 mL of 2M in toluene) and Pd(dppf)2Cl2. After heating to 100° C. for 3 h, the reaction was cooled, quenched with water, filtered through silica gel (washing with EtOAc), and concentrated to give 337 mg of the sub-title compound as an oil. The product is C(CCC)NCCCCN1C(CCC2=C(C(=C(C=C12)CC=C)O)CC=C)=O (1-(4-n-butylaminobutyl)-5,7-diallyl-3,4-dihydro-6-hydroxy-2(1H)-quinolinone). Reaction SMILES: Br[CH2:2][CH2:3][CH2:4][CH2:5][N:6]1[C:15]2[C:10](=[C:11]([CH2:20][CH:21]=[CH2:22])[C:12]([OH:19])=[C:13]([CH2:16][CH:17]=[CH2:18])[CH:14]=2)[CH2:9][CH2:8][C:7]1=[O:23].[CH2:24]([NH2:28])[CH2:25][CH2:26][CH3:27]>C(#N)C>[CH2:24]([NH:28][CH2:2][CH2:3][CH2:4][CH2:5][N:6]1[C:15]2[C:10](=[C:11]([CH2:20][CH:21]=[CH2:22])[C:12]([OH:19])=[C:13]([CH2:16][CH:17]=[CH2:18])[CH:14]=2)[CH2:9][CH2:8][C:7]1=[O:23])[CH2:25][CH2:26][CH3:27]. Starting materials: BrCCCCN1C(CCC2=C(C(=C(C=C12)CC=C)O)CC=C)=O (1-(4-Bromobutyl)-5,7-diallyl-3,4-dihydro-6-hydroxy-2(1H)-quinolinone), C(CCC)N (n-butylamine). Run at temperature 80 celsius, time 4 hour. The solvent is C(C)#N (acetonitrile). Procedure: 1-(4-Bromobutyl)-5,7-diallyl-3,4-dihydro-6-hydroxy-2(1H)-quinolinone (1.9 g) prepared in Example 43 was dissolved in acetonitrile (50 ml), then n-butylamine (2 ml) was added and stirred at 80° C. for 4 hours. The reaction mixture was extracted with ethyl acetate, and the extract was washed with an aqueous solution saturated with sodium bicarbonate, next with water, then concentrated under reduced pressure. Thus obtained oily residual product was dissolved in ethanol, acidified by adding oxalic a... Isolated yield 35.0%. Reactants: C1(=CC=CC=C1)/C(=C(\CC)/C1=CC=CC=C1)/C1=CC=C(C=C1)C=CC(=O)O (3-[4-(Z)-(1,2-diphenylbut-1-enyl)phenyl]-acrylic acid), [N+](=O)([O-])C1=C(C=CC=C1)S(=O)(=O)N (2-nitrobenzenesulfonamide). Yields the product C1(=CC=CC=C1)C(=C(CC)C1=CC=CC=C1)C1=CC=C(C=C1)C=CC(=O)NS(=O)(=O)C1=C(C=CC=C1)[N+](=O)[O-] (N-{3-[4-(1,2-diphenyl-but-1-enyl)-phenyl]-acryloyl}-2-nitro-benzenesulfonamide). As a reaction SMILES: [C:1]1(/[C:7](/[C:17]2[CH:22]=[CH:21][C:20]([CH:23]=[CH:24][C:25](O)=[O:26])=[CH:19][CH:18]=2)=[C:8](/[C:11]2[CH:16]=[CH:15][CH:14]=[CH:13][CH:12]=2)\[CH2:9][CH3:10])[CH:6]=[CH:5][CH:4]=[CH:3][CH:2]=1.[N+:28]([C:31]1[CH:36]=[CH:35][CH:34]=[CH:33][C:32]=1[S:37]([NH2:40])(=[O:39])=[O:38])([O-:30])=[O:29]>>[C:1]1([C:7]([C:17]2[CH:22]=[CH:21][C:20]([CH:23]=[CH:24][C:25]([NH:40][S:37]([C:32]3[CH:33]=[CH:34][CH:35]=[CH:36][C:31]=3[N+:28]([O-:30])=[O:29])(=[O:38])=[O:39])=[O:26])=[CH:19][CH:18]=2)=[C:8]([C:11]2[CH:16]=[CH:15][CH:14]=[CH:13][CH:12]=2)[CH2:9][CH3:10])[CH:2]=[CH:3][CH:4]=[CH:5][CH:6]=1. Procedure details: Prepared by coupling 1a and 2-nitrobenzenesulfonamide in accordance with Procedure 1, Method B described hereinabove. Yield (22%); 1H NMR (d6-DMSO) δ 8.18 (d, J=5.2 Hz, 1H), 7.99 (d, J=5.9 Hz, 1H), 7.94–7.84 (m, 2H), 7.44–7.08 (m, 13H), 6.86 (d, J=8.1 Hz, 2H), 6.50 (d, J=15.7 Hz, 1H), 2.36 (q, J=7.4 Hz, 2H), 0.82 (t, J=7.4 Hz, 3H); APcI m/z: 539 (M+H+). Starting materials: [C@@H]1(CCC2=CC=CC=C12)NC(=O)N1NC2=NC(=CC(=C2C1=O)C)Cl (6-chloro-4-methyl-3-oxo-1,3-dihydropyrazolo[3,4-b]pyridine-2-carboxylic acid (S)-indan-1-ylamide), IC (iodomethane), N=1CCCN2C1CCCCC2 (2,3,4,6,7,8,9,10-octahydro -pyrimido[1,2-a]azepin). The solvent is CN(C)C=O (DMF). The product is [C@@H]1(CCC2=CC=CC=C12)NC(=O)N1N(C2=NC(=CC(=C2C1=O)C)Cl)C (6-Chloro-1,4-dimethyl-3-oxo-1,3-dihydropyrazolo[3,4-b]pyridine-2-carboxylic acid (S)-indan-1-ylamide). Reaction SMILES: [C@@H:1]1([NH:10][C:11]([N:13]2[C:21](=[O:22])[C:20]3[C:15](=[N:16][C:17]([Cl:24])=[CH:18][C:19]=3[CH3:23])[NH:14]2)=[O:12])[C:9]2[C:4](=[CH:5][CH:6]=[CH:7][CH:8]=2)[CH2:3][CH2:2]1.IC.N1[CH2:28]CCN2CCCCCC=12>CN(C=O)C>[C@@H:1]1([NH:10][C:11]([N:13]2[C:21](=[O:22])[C:20]3[C:15](=[N:16][C:17]([Cl:24])=[CH:18][C:19]=3[CH3:23])[N:14]2[CH3:28])=[O:12])[C:9]2[C:4](=[CH:5][CH:6]=[CH:7][CH:8]=2)[CH2:3][CH2:2]1. Procedure details: In analogy to example 2, 50 mg (0.146 mmol) of 6-chloro-4-methyl-3-oxo-1,3-dihydropyrazolo[3,4-b]pyridine-2-carboxylic acid (S)-indan-1-ylamide were reacted with 31 mg (0.22 mmol) of iodomethane in DMF with 2,3,4,6,7,8,9,10-octahydro -pyrimido[1,2-a]azepin (DBU). Yield: 6 mg (12%), M+H+: 357.09. Starting materials: CCOc1cccc2c1CCN(C(=O)OC(C)(C)C)C2, CCO. Product: CCOc1cccc2c1CCNC2. As a reaction SMILES: [C:1]([O:2][C:3](=[O:4])[N:8]1[CH2:9][c:10]2[cH:11][cH:12][cH:13][c:14]([O:18][CH2:19][CH3:20])[c:15]2[CH2:16][CH2:17]1)([CH3:5])([CH3:6])[CH3:7].[CH3:21][CH2:22][OH:23]>>[NH:8]1[CH2:9][c:10]2[cH:11][cH:12][cH:13][c:14]([O:18][CH2:19][CH3:20])[c:15]2[CH2:16][CH2:17]1. Starting materials: C(C)(=O)OC(C)=O (acetic anhydride), C1(=CC=CS1)C(=O)C1C(NC2=CC=CC=C12)=O (3-(2-thenoyl)-2-oxindole). Reagents/catalysts: CN(C)C1=CC=NC=C1 (4-(N,N-dimethylamino)pyridine). The solvent is CN(C=O)C (N,N-dimethylformamide), CN(C=O)C (N,N-dimethylformamide). Conditions: time 1 minute. The product is C(C)(=O)N1C(C(C2=CC=CC=C12)C(C1=CC=CS1)=O)=O (1-Acetyl-3-(2-thenoyl)-2-oxindole). Isolated yield 52.6%. As a reaction SMILES: [C:1]1([C:6]([CH:8]2[C:16]3[C:11](=[CH:12][CH:13]=[CH:14][CH:15]=3)[NH:10][C:9]2=[O:17])=[O:7])[S:5][CH:4]=[CH:3][CH:2]=1.[C:18](OC(=O)C)(=[O:20])[CH3:19]>CN(C)C=O.CN(C1C=CN=CC=1)C>[C:18]([N:10]1[C:11]2[C:16](=[CH:15][CH:14]=[CH:13][CH:12]=2)[CH:8]([C:6](=[O:7])[C:1]2[S:5][CH:4]=[CH:3][CH:2]=2)[C:9]1=[O:17])(=[O:20])[CH3:19]. Reported procedure: To a stirred solution of 486 mg (2.0 mmole) of 3-(2-thenoyl)-2-oxindole in 4 ml of N,N-dimethylformamide was added 538 mg (4.4 mmole) of 4-(N,N-dimethylamino)pyridine. The resulting mixture was cooled in an ice-bath, and then a solution of 225 mg (2.2 mmole) of acetic anhydride in 2 ml of N,N-dimethylformamide was added dropwise, with stirring during about 1 minute. The cooling bath was removed and stirring was continued for 1 hour, and then the reaction was poured onto a mixture of 50 ml of wat... Reactants: CC[Zn]CC, CC(=O)OC(C)=O, CCCCCC, Cc1ccccc1, O=CC1CCCCC1, NO. Product: CCC(OC(C)=O)C1CCCCC1. Reaction SMILES: [CH3:11][CH2:12][Zn:13][CH2:14][CH3:15].[CH3:16][C:17](=[O:18])[O:19][C:20](=[O:21])[CH3:22].[CH3:23][CH2:24][CH2:25][CH2:26][CH2:27][CH3:28].[CH3:29][c:30]1[cH:31][cH:32][cH:33][cH:34][cH:35]1.[CH:3]1([CH:9]=[O:10])[CH2:4][CH2:5][CH2:6][CH2:7][CH2:8]1.[NH2:1][OH:2]>>[CH:3]1([CH:9]([O:10][C:17]([CH3:16])=[O:18])[CH2:14][CH3:15])[CH2:4][CH2:5][CH2:6][CH2:7][CH2:8]1.